This data is from the Open Reaction Database (ORD), a public repository of structured organic reaction records. The task is: describe an organic reaction: reactants, conditions, products, and yield Reactants: O=C(c1cc(Br)ccc1F)C(F)(F)F, O=C([O-])[O-], O=C(O)CC(O)(CC(=O)O)C(=O)O, COc1ccc(CN)cc1, Cc1ccccc1, [K+], [K+], O, O. The product is COc1ccc(CNc2ccc(Br)cc2C(=O)C(F)(F)F)cc1. As a reaction SMILES: [Br:1][c:2]1[cH:3][cH:4][c:5]([F:14])[c:6]([C:8]([C:9]([F:10])([F:11])[F:12])=[O:13])[cH:7]1.[C:15](=[O:16])([O-:17])[O-:18].[C:32]([OH:33])(=[O:34])[CH2:35][C:36]([CH2:37][C:38]([OH:39])=[O:40])([C:41]([OH:42])=[O:43])[OH:44].[CH3:21][O:22][c:23]1[cH:24][cH:25][c:26]([CH2:27][NH2:28])[cH:29][cH:30]1.[CH3:45][c:46]1[cH:47][cH:48][cH:49][cH:50][cH:51]1.[K+:19].[K+:20].[OH2:31].[OH2:52]>>[Br:1][c:2]1[cH:3][cH:4][c:5]([NH:28][CH2:27][c:26]2[cH:25][cH:24][c:23]([O:22][CH3:21])[cH:30][cH:29]2)[c:6]([C:8]([C:9]([F:10])([F:11])[F:12])=[O:13])[cH:7]1. Starting materials: CC(=O)O, CCO, CC(C)(Cc1ccc(O)cc1)[N+](=O)[O-], CO. Yields the product CC(=O)O, CC(C)(N)Cc1ccc(O)cc1. As a reaction SMILES: [C:15]([CH3:16])(=[O:17])[OH:18].[CH3:19][CH2:20][OH:21].[CH3:1][C:2]([CH2:3][c:4]1[cH:5][cH:6][c:7]([OH:10])[cH:8][cH:9]1)([CH3:11])[N+:12]([O-:13])=[O:14].[CH3:22][OH:23]>>[C:15]([CH3:16])(=[O:17])[OH:18].[CH3:1][C:2]([CH2:3][c:4]1[cH:5][cH:6][c:7]([OH:10])[cH:8][cH:9]1)([CH3:11])[NH2:12].